Dataset: the Open Reaction Database (ORD), a public repository of structured organic reaction records. Task: describe an organic reaction: reactants, conditions, products, and yield The reactants are F[B-](F)(F)F, CC(=O)N1CCNCC1, CCN(C(C)C)C(C)C, Cc1noc(CC(=O)c2ccccc2)c1C(=O)O, ClC(Cl)Cl, CN(C)C=O, CN(C)C(On1nnc2ccccc21)=[N+](C)C. Yields the product CC(=O)N1CCN(C(=O)c2c(C)noc2CC(=O)c2ccccc2)CC1. RXN SMILES: [B-:1]([F:2])([F:3])([F:4])[F:5].[C:50]([CH3:51])(=[O:52])[N:53]1[CH2:54][CH2:55][NH:56][CH2:57][CH2:58]1.[CH2:41]([N:42]([CH:43]([CH3:44])[CH3:45])[CH:46]([CH3:47])[CH3:48])[CH3:49].[CH3:23][c:24]1[n:25][o:26][c:27]([CH2:32][C:33]([c:34]2[cH:35][cH:36][cH:37][cH:38][cH:39]2)=[O:40])[c:28]1[C:29](=[O:30])[OH:31].[CH:64]([Cl:65])([Cl:66])[Cl:67].[O:59]=[CH:60][N:61]([CH3:62])[CH3:63].[n:6]1([O:7][C:8]([N:9]([CH3:10])[CH3:11])=[N+:12]([CH3:13])[CH3:14])[c:15]2[cH:16][cH:17][cH:18][cH:19][c:20]2[n:21][n:22]1>>[CH3:23][c:24]1[n:25][o:26][c:27]([CH2:32][C:33]([c:34]2[cH:35][cH:36][cH:37][cH:38][cH:39]2)=[O:40])[c:28]1[C:29](=[O:31])[N:56]1[CH2:55][CH2:54][N:53]([C:50]([CH3:51])=[O:52])[CH2:58][CH2:57]1. The reactants are CCN=C=NCCCN(CC)CC, NC1CC1, CCN(C(C)C)C(C)C, O=C(O)c1cccc2sc(-c3nc(Cl)ncc3Cl)cc12, ClCCl, Cl, O, On1nnc2ccccc21. The product is O=C(NC1CC1)c1cccc2sc(-c3nc(Cl)ncc3Cl)cc12. Reaction SMILES: [CH2:35]([N:36]([CH2:37][CH3:38])[CH2:39][CH2:40][CH2:41][N:42]=[C:43]=[N:44][CH2:45][CH3:46])[CH3:47].[CH:21]1([NH2:24])[CH2:22][CH2:23]1.[CH:25]([N:26]([CH2:27][CH3:28])[CH:29]([CH3:30])[CH3:31])([CH3:32])[CH3:33].[Cl:1][c:2]1[n:3][cH:4][c:5]([Cl:20])[c:6](-[c:8]2[cH:9][c:10]3[c:11]([s:12]2)[cH:13][cH:14][cH:15][c:16]3[C:17](=[O:18])[OH:19])[n:7]1.[Cl:58][CH2:59][Cl:60].[ClH:34].[OH2:61].[OH:48][n:49]1[c:50]2[cH:51][cH:52][cH:53][cH:54][c:55]2[n:56][n:57]1>>[Cl:1][c:2]1[n:3][cH:4][c:5]([Cl:20])[c:6](-[c:8]2[cH:9][c:10]3[c:11]([s:12]2)[cH:13][cH:14][cH:15][c:16]3[C:17](=[O:19])[NH:24][CH:21]2[CH2:22][CH2:23]2)[n:7]1. The reactants are C(C)OC1=CC=C(C=C1)N=C=O (1-ethoxy-4-isocyanatobenzene), NCCCN1CCC(CC1)C=1C=C(C=CC1)NC(C(C)C)=O (N-{3-[1-(3-aminopropyl)-4-piperidinyl]phenyl}-2-methylpropanamide). Product: C(C)OC1=CC=C(NC(=O)NCCCN2CCC(CC2)C=2C=C(C=CC2)NC(C(C)C)=O)C=C1 (N-{3-[1-(3-{[(4-ETHOXYANILINO)CARBONYL]AMINO}PROPYL)-4-PIPERIDINYL]PHENYL}-2-METHYLPROPANAMIDE). Reaction SMILES: [CH2:1]([O:3][C:4]1[CH:9]=[CH:8][C:7]([N:10]=[C:11]=[O:12])=[CH:6][CH:5]=1)[CH3:2].[NH2:13][CH2:14][CH2:15][CH2:16][N:17]1[CH2:22][CH2:21][CH:20]([C:23]2[CH:24]=[C:25]([NH:29][C:30](=[O:34])[CH:31]([CH3:33])[CH3:32])[CH:26]=[CH:27][CH:28]=2)[CH2:19][CH2:18]1>>[CH2:1]([O:3][C:4]1[CH:9]=[CH:8][C:7]([NH:10][C:11]([NH:13][CH2:14][CH2:15][CH2:16][N:17]2[CH2:22][CH2:21][CH:20]([C:23]3[CH:24]=[C:25]([NH:29][C:30](=[O:34])[CH:31]([CH3:32])[CH3:33])[CH:26]=[CH:27][CH:28]=3)[CH2:19][CH2:18]2)=[O:12])=[CH:6][CH:5]=1)[CH3:2]. Reported procedure: Prepared by Procedure P and Scheme AB using 1-ethoxy-4-isocyanatobenzene and N-{3-[1-(3-aminopropyl)-4-piperidinyl]phenyl}-2-methylpropanamide: ESMS m/e: 467.2 (M+H)+.